Dataset: the Open Reaction Database (ORD), a public repository of structured organic reaction records. Task: describe an organic reaction: reactants, conditions, products, and yield The reactants are CC(C)C1=NOC(=N1)N1CCC(CC1)C(C)OC=1C=CC(=NC1)C1=CC=C(C=C1)S(=O)(=O)C ((±)-5-[(1-{1-[3-(1-Methylethyl)-1,2,4-oxadiazol-5-yl]-4-piperidinyl}ethyl)oxy]-2-[4-(methylsulfonyl)phenyl]pyridine), C(=O)=O (CO2). Run in CO (MeOH). Yields the product CC(C)C1=NOC(=N1)N1CCC(CC1)[C@@H](C)OC=1C=CC(=NC1)C1=CC=C(C=C1)S(=O)(=O)C (5-[((1R)-1-{1-[3-(1-Methylethyl)-1,2,4-oxadiazol-5-yl]-4-piperidinyl}ethyl)oxy]-2-[4-(methylsulfonyl)phenyl]pyridine). Reaction SMILES: [CH3:1][CH:2]([C:4]1[N:8]=[C:7]([N:9]2[CH2:14][CH2:13][CH:12]([CH:15]([O:17][C:18]3[CH:19]=[CH:20][C:21]([C:24]4[CH:29]=[CH:28][C:27]([S:30]([CH3:33])(=[O:32])=[O:31])=[CH:26][CH:25]=4)=[N:22][CH:23]=3)[CH3:16])[CH2:11][CH2:10]2)[O:6][N:5]=1)[CH3:3].C(=O)=O>CO>[CH3:3][CH:2]([C:4]1[N:8]=[C:7]([N:9]2[CH2:14][CH2:13][CH:12]([C@H:15]([O:17][C:18]3[CH:19]=[CH:20][C:21]([C:24]4[CH:25]=[CH:26][C:27]([S:30]([CH3:33])(=[O:32])=[O:31])=[CH:28][CH:29]=4)=[N:22][CH:23]=3)[CH3:16])[CH2:11][CH2:10]2)[O:6][N:5]=1)[CH3:1]. Reported procedure: The racemic 5-[(1-{1-[3-(1-methylethyl)-1,2,4-oxadiazol-5-yl]-4-piperidinyl}ethyl)oxy]-2-[4-(methylsulfonyl)phenyl]pyridine (prepared as in Example 146) was subjected to Chiral HPLC [column: AS-H, column mobile phase: 75% CO2: 25% MeOH (2 mL/min), pressure 140 bar, temperature 40° C., 215 nm] analysis and then separated to give two (R and S) enantiomers. The title compound was isolated as a white foam with Tr of 10.25 min (first eluting peak). The (R) absolute stereochemistry was assigned by Ab ... Starting materials: ClC1=C(C=C2C=CNC2=C1)F (6-chloro-5-fluoroindole), O (water), [H-].[Na+] (sodium hydride), C[C@H]1OC1 ((R)-methyloxirane). Solvent: O1CCCC1 (tetrahydrofuran), CCOCC (ether). Conditions: time 1 hour. Product: ClC1=C(C=C2C=CN(C2=C1)C[C@@H](C)O)F ((R)-1-(6-chloro-5-fluoro-indol-1-yl)-propan-2-ol). The yield is 74.6%. RXN SMILES: [H-].[Na+].[Cl:3][C:4]1[CH:12]=[C:11]2[C:7]([CH:8]=[CH:9][NH:10]2)=[CH:6][C:5]=1[F:13].[CH3:14][C@@H:15]1[CH2:17][O:16]1.O>O1CCCC1.CCOCC>[Cl:3][C:4]1[CH:12]=[C:11]2[C:7]([CH:8]=[CH:9][N:10]2[CH2:14][C@H:15]([OH:16])[CH3:17])=[CH:6][C:5]=1[F:13] |f:0.1|. Procedure: A suspension of 0.11 g of sodium hydride dispersion in 15 ml of tetrahydrofuran was treated with 0.5 g of 6-chloro-5-fluoroindole at 0° and stirred at this temperature for 1 hour. After the addition of 0.42 ml of (R)-methyloxirane the reaction mixture was stirred at room temperature for 85 hours and subsequently treated with is water. The mixture was diluted with ether, washed with water and with saturated sodium chloride solution and the organic phase was dried over sodium sulfate. After remova... The reactants are C(C)OC(=O)C1(CCNCC1)CCOC (4-(2-methoxy-ethyl)-piperidine-4-carboxylic acid ethyl ester), FC(OC1=C(C=CC=C1)S(=O)(=O)Cl)(F)F (2-trifluoromethoxy-benzenesulfonyl chloride), COCCC1=CC=C(C=C1)N (4-(2-methoxy-ethyl)-phenylamine). The product is COCCC1=CC=C(C=C1)N1C(C2(CC1)CCN(CC2)S(=O)(=O)C2=C(C=CC=C2)OC(F)(F)F)=O (2-[4-(2-Methoxy-ethyl)-phenyl]-8-(2-trifluoromethoxy-benzenesulfonyl)-2,8-diaza-spiro[4.5]decan-1-one). As a reaction SMILES: C(O[C:4]([C:6]1([CH2:12][CH2:13]OC)[CH2:11][CH2:10][NH:9][CH2:8][CH2:7]1)=[O:5])C.[F:16][C:17]([F:30])([F:29])[O:18][C:19]1[CH:24]=[CH:23][CH:22]=[CH:21][C:20]=1[S:25](Cl)(=[O:27])=[O:26].[CH3:31][O:32][CH2:33][CH2:34][C:35]1[CH:40]=[CH:39][C:38]([NH2:41])=[CH:37][CH:36]=1>>[CH3:31][O:32][CH2:33][CH2:34][C:35]1[CH:40]=[CH:39][C:38]([N:41]2[CH2:13][CH2:12][C:6]3([CH2:7][CH2:8][N:9]([S:25]([C:20]4[CH:21]=[CH:22][CH:23]=[CH:24][C:19]=4[O:18][C:17]([F:30])([F:29])[F:16])(=[O:27])=[O:26])[CH2:10][CH2:11]3)[C:4]2=[O:5])=[CH:37][CH:36]=1. Procedure details: Light yellow solid. MS (ESI): 513.3 (MH+). This example was prepared in analogy to example 1 step C) to D) from 4-(2-methoxy-ethyl)-piperidine-4-carboxylic acid ethyl ester (example 1 step B)), 2-trifluoromethoxy-benzenesulfonyl chloride and 4-(2-methoxy-ethyl)-phenylamine. Reactants: N1=CC(=CC=C1)C=O (3-pyridinecarbaldehyde), N1CCCCC1 (piperidine), C(#N)CC(=O)NCCC1=CC=C(C=C1)OCOC (2-cyano-N-(4-methoxymethoxyphenethyl)acetamide). Run in C(C)O (ethanol). Yields the product C(#N)/C(/C(=O)NCCC1=CC=C(C=C1)OCOC)=C\C=1C=NC=CC1 ((E)-2-cyano-N-(4-methoxymethoxyphenethyl)-3-(3-pyridyl)-2-propenoic acid amide). Yield: 63.6%. As a reaction SMILES: [N:1]1[CH:6]=[CH:5][CH:4]=[C:3]([CH:7]=O)[CH:2]=1.N1CCCCC1.[C:15]([CH2:17][C:18]([NH:20][CH2:21][CH2:22][C:23]1[CH:28]=[CH:27][C:26]([O:29][CH2:30][O:31][CH3:32])=[CH:25][CH:24]=1)=[O:19])#[N:16]>C(O)C>[C:15](/[C:17](=[CH:7]\[C:3]1[CH:2]=[N:1][CH:6]=[CH:5][CH:4]=1)/[C:18]([NH:20][CH2:21][CH2:22][C:23]1[CH:24]=[CH:25][C:26]([O:29][CH2:30][O:31][CH3:32])=[CH:27][CH:28]=1)=[O:19])#[N:16]. Procedure details: Then, ethanol (10 ml), 3-pyridinecarbaldehyde (0.62 g, 5.8 mmol) and a drop of piperidine were added to the resulting 2-cyano-N-(4-methoxymethoxyphenethyl)acetamide (0.96 g, 3,87 mmol) and refluxed under heating for 19 hours. The reaction mixture was concentrated under reduced pressure and the residue was purified by silica gel column chromatography (chloroform:methanol=19:1) and recrystallized to yield the titled compound (0.83 g, 64%). Properties: mp 105-106° C. (ethyl acetate-hexane)